This data is from the Open Reaction Database (ORD), a public repository of structured organic reaction records. The task is: describe an organic reaction: reactants, conditions, products, and yield Starting materials: FC1=CC=C(C=C1)C1=NN2C(C=CC(=C2)C(F)(F)F)=C1C(C)=O (2-(4-fluorophenyl)-3-acetyl-6-trifluoromethylpyrazolo[1,5-a]pyridine), COC(N(C)C)OC (N,N-dimethylformamide dimethyl acetal). The product is FC1=CC=C(C=C1)C1=NN2C(C=CC(=C2)C(F)(F)F)=C1C(C=CN(C)C)=O (2-(4-fluorophenyl)-3-(3-(dimethylamino)-2-propenoyl)-6-trifluoromethylpyrazolo[1,5-a]pyridine). RXN SMILES: [F:1][C:2]1[CH:7]=[CH:6][C:5]([C:8]2[C:20]([C:21](=[O:23])[CH3:22])=[C:11]3[CH:12]=[CH:13][C:14]([C:16]([F:19])([F:18])[F:17])=[CH:15][N:10]3[N:9]=2)=[CH:4][CH:3]=1.CO[CH:26](OC)[N:27]([CH3:29])[CH3:28]>>[F:1][C:2]1[CH:3]=[CH:4][C:5]([C:8]2[C:20]([C:21](=[O:23])[CH:22]=[CH:26][N:27]([CH3:29])[CH3:28])=[C:11]3[CH:12]=[CH:13][C:14]([C:16]([F:19])([F:18])[F:17])=[CH:15][N:10]3[N:9]=2)=[CH:6][CH:7]=1. Procedure details: A mixture of 2-(4-fluorophenyl)-3-acetyl-6-trifluoromethylpyrazolo[1,5-a]pyridine (11.85 g, 36.77 mmol) and N,N-dimethylformamide dimethyl acetal (100 mL) was stirred at reflux for 17 h. The mixture was cooled to room temperature and then to 0° C. The resulting orange precipitate was collected by filtration, washed with cold hexanes, and dried under vacuum to afford the title compound as an orange solid, 10.17 g (73%). 1H NMR (d6-DMSO) δ 9.44 (s, 1H), 8.22 (d, 1H, J=9.4 Hz), 7.75 (m, 2H), 7.65 (... Starting materials: CC(C)(C)OC(=O)N1C(=O)C2CC1C(I)CC2NC(=O)OCc1ccccc1, CCCC[SnH](CCCC)CCCC, CC(C)(C#N)N=NC(C)(C)C#N, c1ccccc1. The product is CC(C)(C)OC(=O)N1C(=O)C2CC1CCC2NC(=O)OCc1ccccc1. RXN SMILES: [C:1]([CH3:2])([CH3:3])([CH3:4])[O:5][C:6](=[O:7])[N:8]1[CH:9]2[CH:10]([I:28])[CH2:11][CH:12]([NH:17][C:18](=[O:19])[O:20][CH2:21][c:22]3[cH:23][cH:24][cH:25][cH:26][cH:27]3)[CH:13]([C:14]1=[O:15])[CH2:16]2.[CH3:29][CH2:30][CH2:31][CH2:32][SnH:33]([CH2:34][CH2:35][CH2:36][CH3:37])[CH2:38][CH2:39][CH2:40][CH3:41].[N:42]#[C:43][C:44]([N:45]=[N:46][C:47]([C:48]#[N:49])([CH3:50])[CH3:51])([CH3:52])[CH3:53].[cH:54]1[cH:55][cH:56][cH:57][cH:58][cH:59]1>>[C:1]([CH3:2])([CH3:3])([CH3:4])[O:5][C:6](=[O:7])[N:8]1[CH:9]2[CH2:10][CH2:11][CH:12]([NH:17][C:18](=[O:19])[O:20][CH2:21][c:22]3[cH:23][cH:24][cH:25][cH:26][cH:27]3)[CH:13]([C:14]1=[O:15])[CH2:16]2. Starting materials: Cc1cccc(Br)n1, O=C([O-])[O-], Cc1ccccc1, CCOC(C)=O, [Cs+], [Cs+], [Cu+], [Na+], [O-]c1ccccc1, [OH-], COc1cc(O)c(C=O)cc1-c1cccs1, O=C(O)c1cccc2ccccc12, O=S(=O)([O-])C(F)(F)F, c1ccccc1. The product is COc1cc(Oc2cccc(C)n2)c(C=O)cc1-c1cccs1. RXN SMILES: [Br:17][c:18]1[n:19][c:20]([CH3:24])[cH:21][cH:22][cH:23]1.[C:38](=[O:39])([O-:40])[O-:41].[CH3:51][c:52]1[cH:53][cH:54][cH:55][cH:56][cH:57]1.[CH3:60][CH2:61][O:62][C:63](=[O:64])[CH3:65].[Cs+:42].[Cs+:43].[Cu+:80].[Na+:59].[O-:44][c:45]1[cH:46][cH:47][cH:48][cH:49][cH:50]1.[OH-:58].[OH:1][c:2]1[c:3]([CH:4]=[O:5])[cH:6][c:7](-[c:12]2[s:13][cH:14][cH:15][cH:16]2)[c:8]([O:10][CH3:11])[cH:9]1.[OH:25][C:26]([c:27]1[c:28]2[c:29]([cH:30][cH:31][cH:32][cH:33]2)[cH:34][cH:35][cH:36]1)=[O:37].[S:72]([O-:73])([C:74]([F:75])([F:76])[F:77])(=[O:78])=[O:79].[cH:66]1[cH:67][cH:68][cH:69][cH:70][cH:71]1>>[O:1]([c:2]1[c:3]([CH:4]=[O:5])[cH:6][c:7](-[c:12]2[s:13][cH:14][cH:15][cH:16]2)[c:8]([O:10][CH3:11])[cH:9]1)[c:18]1[n:19][c:20]([CH3:24])[cH:21][cH:22][cH:23]1. Starting materials: BrCC#N (Bromoacetonitrile), BrC1=CC(=C(C=C1)O)F (4-bromo-2-fluorophenol), C([O-])([O-])=O.[K+].[K+] (potassium carbonate). Solvent: CN(C)C=O (DMF). Reaction conditions: time 12 hour. Product: BrC1=CC(=C(OCC#N)C=C1)F ((4-bromo-2-fluorophenoxy)acetonitrile). RXN SMILES: Br[CH2:2][C:3]#[N:4].[Br:5][C:6]1[CH:11]=[CH:10][C:9]([OH:12])=[C:8]([F:13])[CH:7]=1.C(=O)([O-])[O-].[K+].[K+]>CN(C=O)C>[Br:5][C:6]1[CH:11]=[CH:10][C:9]([O:12][CH2:2][C:3]#[N:4])=[C:8]([F:13])[CH:7]=1 |f:2.3.4|. Reported procedure: Bromoacetonitrile (1.81 ml, 0.026M) was added to a solution of 4-bromo-2-fluorophenol (5.0 g, 0.026M) and potassium carbonate (3.54 g, 0.026M) in DMF (50 ml). The reaction was stirred for 12 hours and then partitioned between diethyl ether (200 ml) and water (200 ml). The organics were separated, dried over magnesium sulfate, filtered and concentrated in vacuuo to afford the title compound as a yellow oil (6.0 g). 1H NMR (CDCl3): δ 4.84 (s, 2H), 7.03–7.10 (m, 2H), 7.21 (m, 1H).